Dataset: the Open Reaction Database (ORD), a public repository of structured organic reaction records. Task: describe an organic reaction: reactants, conditions, products, and yield Starting materials: COC=1C=C2C=CC(=CC2=CC1)C#N (6-methoxy-2-naphthonitrile), BrC(C(=O)OCC)(C)C (ethyl 2-bromoisobutyrate), COC=1C=C2C=CC(=CC2=CC1)C(=O)OCC (6-methoxy-2-carbethoxynaphthalene), keto-ester, secondary alcohol ester, [BH4-].[Na+] (sodium borohydride). The reagents and catalysts are [Zn] (zinc). Solvent: C(C)O (ethanol). Product: COC=1C=C2C=CC(=CC2=CC1)C=O (6-methoxy-2-naphthaldehyde), final compound. Reaction SMILES: [CH3:1][O:2][C:3]1[CH:4]=[C:5]2[C:10](=[CH:11][CH:12]=1)[CH:9]=[C:8]([C:13](OCC)=[O:14])[CH:7]=[CH:6]2.COC1C=C2C(=CC=1)C=C(C#N)C=C2.BrC(C)(C)C(OCC)=O.[BH4-].[Na+]>C(O)C.[Zn]>[CH3:1][O:2][C:3]1[CH:4]=[C:5]2[C:10](=[CH:11][CH:12]=1)[CH:9]=[C:8]([CH:13]=[O:14])[CH:7]=[CH:6]2 |f:3.4|. Procedure details: 6-methoxy-2-naphthaldehyde (substrate IIA) was synthesized from 6-methoxy-2-carbethoxynaphthalene, prepared from 6-methoxy-2-naphthonitrile, ethyl 2-bromoisobutyrate, and zinc dust as described by Horeau et al., 1947, Bull. Soc. Chim. Fr. 14:53-59. The keto-ester intermediate, mp 74°-76° C. (lit. 72.5-73.5° C.) was reduced to the corresponding secondary alcohol ester with sodium borohydride in ethanol at 4° C. and then thermally decomposed (Horeau et al. 1953, Compt. Rend. 236:826-8) to afford t... As a reaction SMILES: [CH3:53][CH2:54][O:55][C:56](=[O:57])[CH3:58].[CH:39]([N:40]([CH2:41][CH3:42])[CH:43]([CH3:44])[CH3:45])([CH3:46])[CH3:47].[ClH:1].[F:2][C:3]([c:4]1[cH:5][c:6]([N:14]([C:15](=[O:16])[N:17]([CH3:18])[CH:19]2[CH:20]([c:25]3[cH:26][cH:27][c:28]([F:31])[cH:29][cH:30]3)[CH2:21][NH:22][CH2:23][CH2:24]2)[CH3:32])[cH:7][c:8]([C:10]([F:11])([F:12])[F:13])[cH:9]1)([F:33])[F:34].[I:35][CH2:36][CH2:37][OH:38].[O:48]=[CH:49][N:50]([CH3:51])[CH3:52]>>[ClH:1].[F:2][C:3]([c:4]1[cH:5][c:6]([N:14]([C:15](=[O:16])[N:17]([CH3:18])[CH:19]2[CH:20]([c:25]3[cH:26][cH:27][c:28]([F:31])[cH:29][cH:30]3)[CH2:21][N:22]([CH2:36][CH2:37][OH:38])[CH2:23][CH2:24]2)[CH3:32])[cH:7][c:8]([C:10]([F:11])([F:12])[F:13])[cH:9]1)([F:33])[F:34]. Yields the product Cl, CN(C(=O)N(C)C1CCN(CCO)CC1c1ccc(F)cc1)c1cc(C(F)(F)F)cc(C(F)(F)F)c1. The reactants are CCOC(C)=O, CCN(C(C)C)C(C)C, Cl, CN(C(=O)N(C)C1CCNCC1c1ccc(F)cc1)c1cc(C(F)(F)F)cc(C(F)(F)F)c1, OCCI, CN(C)C=O. Starting materials: C(C)(C)(C)OC(=O)NCC1=NC=C2SC=C(N21)CC(=O)N (5-(tert-butoxycarbonylamino)methylimidazo[5,1-b]thiazole-3-carboxyamide), FC(C(=O)O)(F)F (trifluoroacetic acid). Reaction conditions: time 30 minute. Yields the product C(=O)NCC1=NC=C2SC=C(N21)CC(=O)N (5-(Formylamino)methylimidazo[5,1-b]thiazole-3-carboxyamide). Isolated yield 94176.4%. As a reaction SMILES: C([O:5][C:6]([NH:8][CH2:9][C:10]1[N:17]2[C:13]([S:14][CH:15]=[C:16]2[CH2:18][C:19]([NH2:21])=[O:20])=[CH:12][N:11]=1)=O)(C)(C)C.FC(F)(F)C(O)=O>>[CH:6]([NH:8][CH2:9][C:10]1[N:17]2[C:13]([S:14][CH:15]=[C:16]2[CH2:18][C:19]([NH2:21])=[O:20])=[CH:12][N:11]=1)=[O:5]. Reported procedure: To 0.296 mg of the 5-(tert-butoxycarbonylamino)methylimidazo[5,1-b]thiazole-3-carboxyamide was added 8 ml of trifluoroacetic acid. The mixture was stirred at room temperature for 30 minutes, and then concentrated to dryness under reduced pressure. To the residue were added 50 ml of methylene chloride, 50 ml of tetrahydrofuran and i ml of triethylamine, and the mixture was thoroughly stirred. To this was added a mixture of 2 ml of formic acid and i ml of acetic anhydride, which had been heated to... Procedure: A mixture of 6 g of 6-chloro-7,8,9,10-tetrahydrotetrazolo[5,1-a]phthalazine, 150 ml of methanol and excess pyrrolidone was heated on a boiling-water steam bath for 10 minutes and cooled. The solid which formed was separated by filtration, washed with water and recrystallized from a mixture of dimethylsulfoxide and water to give 6-(1-pyrrolidinyl)-7,8,9,10-tetrahydrotetrazolo[5,1-a]phthalazine melting at about 272°-273° C. Product: N1(CCCC1)C1=NN2C(C=3CCCCC13)=NN=N2 (6-(1-pyrrolidinyl)-7,8,9,10-tetrahydrotetrazolo[5,1-a]phthalazine). Run in CO (methanol). As a reaction SMILES: Cl[C:2]1[C:11]2[CH2:10][CH2:9][CH2:8][CH2:7][C:6]=2[C:5]2=[N:12][N:13]=[N:14][N:4]2[N:3]=1.[NH:15]1[CH2:19][CH2:18][CH2:17][C:16]1=O>CO>[N:15]1([C:2]2[C:11]3[CH2:10][CH2:9][CH2:8][CH2:7][C:6]=3[C:5]3=[N:12][N:13]=[N:14][N:4]3[N:3]=2)[CH2:19][CH2:18][CH2:17][CH2:16]1. Starting materials: ClC1=NN2C(C=3CCCCC13)=NN=N2 (6-chloro-7,8,9,10-tetrahydrotetrazolo[5,1-a]phthalazine), N1C(CCC1)=O (pyrrolidone). Starting materials: [N+](=O)([O-])C=1C=CC(=NC1)OC=1C=C2CCC(OC2=CC1)C1=CC=CC=C1 (5-nitro-2-(2-phenylchroman-6-yloxy)pyridine), FC=1C=C(C=CC1)C1COC2=CC(=CC=C2C1)O (3-(3-fluorophenyl)-chroman-7-ol). Yields the product FC=1C=C(C=CC1)C1COC2=CC(=CC=C2C1)OC1=NC=C(C=C1)[N+](=O)[O-] (2-[3-(3-Fluorophenyl)chroman-7-yloxy]-5-nitropyridine). RXN SMILES: [N+:1]([C:4]1[CH:5]=[CH:6][C:7](OC2C=C3C(=CC=2)OC(C2C=CC=CC=2)CC3)=[N:8][CH:9]=1)([O-:3])=[O:2].[F:27][C:28]1[CH:29]=[C:30]([CH:34]2[CH2:43][C:42]3[C:37](=[CH:38][C:39]([OH:44])=[CH:40][CH:41]=3)[O:36][CH2:35]2)[CH:31]=[CH:32][CH:33]=1>>[F:27][C:28]1[CH:29]=[C:30]([CH:34]2[CH2:43][C:42]3[C:37](=[CH:38][C:39]([O:44][C:7]4[CH:6]=[CH:5][C:4]([N+:1]([O-:3])=[O:2])=[CH:9][N:8]=4)=[CH:40][CH:41]=3)[O:36][CH2:35]2)[CH:31]=[CH:32][CH:33]=1. Reported procedure: 2-[3-(3-Fluorophenyl)chroman-7-yloxy]-5-nitropyridine was prepared as described for 5-nitro-2-(2-phenylchroman-6-yloxy)pyridine in Example 1(b) using 125 mg of 3-(3-fluorophenyl)-chroman-7-ol. The product was recrystallised from ethanol. 1H NMR (400 MHz, CDCl3) δ: 9.07 (d, 1H, J 2.8 Hz), 8.47 (dd, 1H, J 9.0, 2.8 Hz), 7.33 (m, 1H), 7.16 (d, 1H, J 8.9 Hz), 6.95-7.06 (m, 4H), 6.69-6.71 (m, 2H), 4.38 (dd, 1H, J 10.6, 4.3 Hz), 4.06 (t, 1H, 10.6 Hz), 3.30 (m, 1H), 3.06 (m, 2H). Starting materials: N (ammonia), COC(CN=C=S)OC (isothiocyanatoacetaldehyde dimethyl acetal). The solvent is CO (Methanol). Yields the product COC(CNC(=S)N)OC (N-(2,2-Dimethoxyethyl)thiourea). Reaction SMILES: [NH3:1].[CH3:2][O:3][CH:4]([O:9][CH3:10])[CH2:5][N:6]=[C:7]=[S:8]>CO>[CH3:2][O:3][CH:4]([O:9][CH3:10])[CH2:5][NH:6][C:7]([NH2:1])=[S:8]. Procedure: Methanol (200 mL) was saturated with ammonia and stirred with isothiocyanatoacetaldehyde dimethyl acetal (5.0 g) for 2 h. The mixture was concentrated and the residue was chromatographed (silica gel, 5% methanol/dichloromethane) to give the title compound. Starting materials: [BH4-], CO, COC(OC)OC, CCCN(CCC)CCCCC1=Cc2ccc(CN)cc2C1, [Na+], O=Cc1ncc[nH]1. Product: CCCN(CCC)CCCCC1=Cc2ccc(CNCc3ncc[nH]3)cc2C1. RXN SMILES: [BH4-:37].[CH3:39][OH:40].[CH:30]([O:31][CH3:32])([O:33][CH3:34])[O:35][CH3:36].[NH2:1][CH2:2][c:3]1[cH:4][cH:5][c:6]2[c:10]([cH:11]1)[CH2:9][C:8]([CH2:12][CH2:13][CH2:14][CH2:15][N:16]([CH2:17][CH2:18][CH3:19])[CH2:20][CH2:21][CH3:22])=[CH:7]2.[Na+:38].[nH:23]1[c:24]([CH:28]=[O:29])[n:25][cH:26][cH:27]1>>[NH:1]([CH2:2][c:3]1[cH:4][cH:5][c:6]2[c:10]([cH:11]1)[CH2:9][C:8]([CH2:12][CH2:13][CH2:14][CH2:15][N:16]([CH2:17][CH2:18][CH3:19])[CH2:20][CH2:21][CH3:22])=[CH:7]2)[CH2:28][c:24]1[nH:23][cH:27][cH:26][n:25]1. Reactants: COC(=O)N1C=C2C(N=C(C3=C(C2=C1)C=CC(=C3)Cl)C3=C(C=CC=C3)Cl)OC(C)=O (4-(acetyloxy)-8-chloro-6-(2-chlorophenyl)-2H,4H-pyrrolo[3,4-d][2]benzazepine-2-carboxylic acid methyl ester), [OH-].[Na+] (sodium hydroxide). The solvent is O (water), O1CCCC1 (tetrahydrofuran), CO (methanol). Conditions: time 30 minute. Yields the product ClC1=CC2=C(C=3C(C(N=C2C2=C(C=CC=C2)Cl)OC)=CNC3)C=C1 (8-Chloro-6-(2-chlorophenyl)-4-methoxy-2H,4H-pyrrolo[3,4-d][2]benzazepine). As a reaction SMILES: COC([N:5]1[CH:14]=[C:13]2[C:7]([CH:8]([O:27][C:28](=O)C)[N:9]=[C:10]([C:20]3[CH:25]=[CH:24][CH:23]=[CH:22][C:21]=3[Cl:26])[C:11]3[CH:18]=[C:17]([Cl:19])[CH:16]=[CH:15][C:12]=32)=[CH:6]1)=O.[OH-].[Na+]>O1CCCC1.CO.O>[Cl:19][C:17]1[CH:16]=[CH:15][C:12]2[C:13]3[C:7](=[CH:6][NH:5][CH:14]=3)[CH:8]([O:27][CH3:28])[N:9]=[C:10]([C:20]3[CH:25]=[CH:24][CH:23]=[CH:22][C:21]=3[Cl:26])[C:11]=2[CH:18]=1 |f:1.2|. Procedure: A mixture of 1.0 g (2.2 mmol) of 4-(acetyloxy)-8-chloro-6-(2-chlorophenyl)-2H,4H-pyrrolo[3,4-d][2]benzazepine-2-carboxylic acid methyl ester and 2.5 ml of 3 N aqueous sodium hydroxide solution in a mixture of 25 ml of tetrahydrofuran and 10 ml of methanol was stirred at 0° for 30 min. The mixture was diluted with water and extracted with methylene chloride. The methylene chloride solution was washed with saturated aqueous sodium chloride, dried over anhydrous sodium sulfate and concentrated at r...